This data is from the Open Reaction Database (ORD), a public repository of structured organic reaction records. The task is: describe an organic reaction: reactants, conditions, products, and yield Starting materials: C(=O)(O)[O-].[Na+] (NaHCO3), OCC1(N=C(OC1)C)CCC1=CC=C(C=C1)O ((R/S)-4-[2-(4-hydroxymethyl-2-methyl-4,5-dihydro-oxazol-4-yl)-ethyl]-phenol), C(=O)([O-])[O-].[Cs+].[Cs+] (Cs2CO3), BrCCCCCCF (1-bromo-6-fluoro-hexane). Run in C(C)(=O)OCC (ethyl acetate), CN(C)C=O (DMF). Conditions: temperature 85 celsius, time 8 hour. The product is FCCCCCCOC1=CC=C(C=C1)CCC1(N=C(OC1)C)CO ((R/S)-(4-{2-[4-(6-fluoro-hexyloxy)-phenyl]-ethyl}-2-methyl-4,5-dihydro-oxazol-4-yl)-methanol). Reaction SMILES: [OH:1][CH2:2][C:3]1([CH2:9][CH2:10][C:11]2[CH:16]=[CH:15][C:14]([OH:17])=[CH:13][CH:12]=2)[CH2:7][O:6][C:5]([CH3:8])=[N:4]1.C([O-])([O-])=O.[Cs+].[Cs+].Br[CH2:25][CH2:26][CH2:27][CH2:28][CH2:29][CH2:30][F:31].C([O-])(O)=O.[Na+]>CN(C=O)C.C(OCC)(=O)C>[F:31][CH2:30][CH2:29][CH2:28][CH2:27][CH2:26][CH2:25][O:17][C:14]1[CH:13]=[CH:12][C:11]([CH2:10][CH2:9][C:3]2([CH2:2][OH:1])[CH2:7][O:6][C:5]([CH3:8])=[N:4]2)=[CH:16][CH:15]=1 |f:1.2.3,5.6|. Procedure details: To a solution of (R/S)-4-[2-(4-hydroxymethyl-2-methyl-4,5-dihydro-oxazol-4-yl)-ethyl]-phenol (500 mg, 0.2.12 mmol) in dry DMF (8 ml) is added under inert atmosphere Cs2CO3 (901 mg, 2.76 mmol, 1.3 eq.) and 1-bromo-6-fluoro-hexane (464.1 mg, 2.55 mmol, 1.2 eq.). The reaction mixture is stirred under inert atmosphere at 85° C. overnight. A saturated solution of NaHCO3 (20 ml) and ethyl acetate (40 ml) are then added. The organic layer is separated and the aqueous phase is extracted with ethyl aceta... Reactants: Cl.N12C[C@@H](C(CC1)CC2)NC(=O)C=2OC1=C(C2)C=CC=C1C=1C=C(C(=O)O)C=CC1 (3-(2-{[(3R)-1-Azabicyclo[2.2.2]oct-3-ylamino]carbonyl}-1-benzofuran-7-yl)-benzoic acid hydrochloride), C1(CC1)N (cyclopropylamine). Yields the product Cl.N12C[C@@H](C(CC1)CC2)NC(=O)C=2OC1=C(C2)C=CC=C1C1=CC(=CC=C1)C(=O)NC1CC1 (N-[(3R)-1-Azabicyclo[2.2.2]oct-3-yl]-7-{3-[(cyclopropylamino)carbonyl]phenyl}-1-benzofuran-2-carboxamide hydrochloride). RXN SMILES: [ClH:1].[N:2]12[CH2:9][CH2:8][CH:5]([CH2:6][CH2:7]1)[C@@H:4]([NH:10][C:11]([C:13]1[O:14][C:15]3[C:21]([C:22]4[CH:23]=[C:24]([CH:28]=[CH:29][CH:30]=4)[C:25]([OH:27])=O)=[CH:20][CH:19]=[CH:18][C:16]=3[CH:17]=1)=[O:12])[CH2:3]2.[CH:31]1([NH2:34])[CH2:33][CH2:32]1>>[ClH:1].[N:2]12[CH2:9][CH2:8][CH:5]([CH2:6][CH2:7]1)[C@@H:4]([NH:10][C:11]([C:13]1[O:14][C:15]3[C:21]([C:22]4[CH:30]=[CH:29][CH:28]=[C:24]([C:25]([NH:34][CH:31]5[CH2:33][CH2:32]5)=[O:27])[CH:23]=4)=[CH:20][CH:19]=[CH:18][C:16]=3[CH:17]=1)=[O:12])[CH2:3]2 |f:0.1,3.4|. Procedure: 50 mg (0.12 mmol) of 3-(2-{[(3R)-1-azabicyclo[2.2.2]oct-3-ylamino]carbonyl}-1-benzofuran-7-yl)benzoic acid hydrochloride (Example 149) and 13.4 mg (0.23 mmol) of cyclopropylamine are reacted together by general method E. 20 mg (32.2% of theory) of the title compound are obtained. The reactants are Cl (HCl), C1(CC1)S(=O)(=O)NC(=O)[C@]12NC([C@H]3N(C([C@H](CCCCC\C=C/[C@@H]1C2)NC(OC(C)(C)C)=O)=O)C[C@@H](C3)O)=O (tert-butyl (2R,6S,13aS,14aR,16aS,Z)-14a-(cyclopropylsulfonylcarbamoyl)-2-hydroxy-5,16-dioxo-1,2,3,5,6,7,8,9,10,11,13a,14,14a,15,16,16a-hexadecahydrocyclopropa[e]pyrrolo[1,2-a][1,4]diazacyclopentadecin-6-ylcarbamate), ClC=1N=C2C=CC=CC2=C2C=CC(=CC12)F (6-chloro-8-fluorophenanthridine), CC(C)(CC)[O-].[Na+] (sodium 2-methylbutan-2-olate). Run in CN(C=O)C (dimethylformamide). Conditions: time 2 hour. The product is C1(CC1)S(=O)(=O)NC(=O)[C@]12NC([C@H]3N(C([C@H](CCCCC\C=C/[C@@H]1C2)NC(OC(C)(C)C)=O)=O)C[C@@H](C3)OC=3N=C2C=CC=CC2=C2C=CC(=CC32)F)=O (tert-butyl (2R,6S,13aS,14aR,16aS,Z)-14a-(cyclopropylsulfonylcarbamoyl)-2-(8-fluorophenanthridin-6-yloxy)-5,16-dioxo-1,2,3,5,6,7,8,9,10,11,13a,14,14a,15,16,16a-hexadecahydrocyclopropa[e]pyrrolo[1,2-a][1,4]diazacyclopentadecin-6-ylcarbamate). Isolated yield 70.4%. Reaction SMILES: [CH:1]1([S:4]([NH:7][C:8]([C@@:10]23[CH2:25][C@H:24]2[CH:23]=[CH:22][CH2:21][CH2:20][CH2:19][CH2:18][CH2:17][C@H:16]([NH:26][C:27](=[O:33])[O:28][C:29]([CH3:32])([CH3:31])[CH3:30])[C:15](=[O:34])[N:14]2[CH2:35][C@H:36]([OH:38])[CH2:37][C@H:13]2[C:12](=[O:39])[NH:11]3)=[O:9])(=[O:6])=[O:5])[CH2:3][CH2:2]1.Cl[C:41]1[N:42]=[C:43]2[C:48](=[C:49]3[C:54]=1[CH:53]=[C:52]([F:55])[CH:51]=[CH:50]3)[CH:47]=[CH:46][CH:45]=[CH:44]2.CC([O-])(CC)C.[Na+].Cl>CN(C)C=O>[CH:1]1([S:4]([NH:7][C:8]([C@@:10]23[CH2:25][C@H:24]2[CH:23]=[CH:22][CH2:21][CH2:20][CH2:19][CH2:18][CH2:17][C@H:16]([NH:26][C:27](=[O:33])[O:28][C:29]([CH3:31])([CH3:32])[CH3:30])[C:15](=[O:34])[N:14]2[CH2:35][C@H:36]([O:38][C:41]4[N:42]=[C:43]5[C:48](=[C:49]6[C:54]=4[CH:53]=[C:52]([F:55])[CH:51]=[CH:50]6)[CH:47]=[CH:46][CH:45]=[CH:44]5)[CH2:37][C@H:13]2[C:12](=[O:39])[NH:11]3)=[O:9])(=[O:6])=[O:5])[CH2:3][CH2:2]1 |f:2.3|. Procedure details: A mixture of tert-butyl (2R,6S,13aS,14aR,16aS,Z)-14a-(cyclopropylsulfonylcarbamoyl)-2-hydroxy-5,16-dioxo-1,2,3,5,6,7,8,9,10,11,13a,14,14a,15,16,16a-hexadecahydrocyclopropa[e]pyrrolo[1,2-a][1,4]diazacyclopentadecin-6-ylcarbamate (2c, 0.376 g, 0.660 mmol), 6-chloro-8-fluorophenanthridine (2b, 0.153 g, 0.660 mmol) and sodium 2-methylbutan-2-olate (0.218 g, 1.981 mmol) in dimethylformamide (6.6 mL) was stirred at room temperature for 2 h. The reaction mixture was added dropwise to 2N HCl (200 mL) an... The solvent is C(Cl)Cl.CO (CH2Cl2 MeOH), C(Cl)Cl (CH2Cl2). Conditions: time 8 hour. The reagents and catalysts are O=[Mn]=O (MnO2). The product is O1C=NC=C1C1=CC=C(C=O)C=C1 (4-(oxazol-5-yl)benzaldehyde). RXN SMILES: [O:1]1[C:5]([C:6]2[CH:13]=[CH:12][C:9]([CH2:10][OH:11])=[CH:8][CH:7]=2)=[CH:4][N:3]=[CH:2]1>C(Cl)Cl.CO.C(Cl)Cl.O=[Mn]=O>[O:1]1[C:5]([C:6]2[CH:7]=[CH:8][C:9]([CH:10]=[O:11])=[CH:12][CH:13]=2)=[CH:4][N:3]=[CH:2]1 |f:1.2|. Procedure: To a stirred solution of the 4-(oxazol-5-yl)benzyl alcohol (prepared as described by Tanaka, A.; Terasawa, T.; Hagihara, H.; Sakuma, Y.; Ishibe, N.; Sawada, M.; Takasugi, H.; Tanaka, H. J. Med. Chem. 1998, 41, 2390–2410) (0.23 g, 1.31 mmol) in CH2Cl2/MeOH (20:1, 10.5 mL) was added activated MnO2 (1.01 g, 11.6 mmol) and the mixture stirred at room temperature overnight. The reaction was then diluted with CH2Cl2 (10 mL) and filtered through Celite®, washing with CHCl3. The filtrate was concentrate... Starting materials: O1C=NC=C1C1=CC=C(CO)C=C1 (4-(oxazol-5-yl)benzyl alcohol). Starting materials: C1=CC2=C(C=C1C(=O)O)C(=O)OC2=O (trimellitic acid anhydride), 120, C1C(O1)CO (glycide), 23.4. Run at temperature 120 celsius. Yields the product C(CCCCC(=O)O)(=O)O (adipic acid). RXN SMILES: C1[C:6]([C:7]([OH:9])=[O:8])=[CH:5][C:4]2C([O:12][C:13](=[O:14])[C:3]=2C=1)=O.C1OC1CO>>[C:13]([OH:14])(=[O:12])[CH2:3][CH2:4][CH2:5][CH2:6][C:7]([OH:9])=[O:8]. Reported procedure: By addition of 274.5 g of trimellitic acid anhydride and further heating, condensation was continued to an acid number of 120. After cooling to 120° C., the product was reacted under stirring with 168 g of glycide to an acid number of 23.4. Reactants: COc1ccc(F)cc1C(C)(C)CC(O)(CNc1cc(C)cc2c1cnn2-c1cccc(C(=O)NC(CO)C(=O)O)c1)C(F)(F)F, N. Product: COc1ccc(F)cc1C(C)(C)CC(O)(CNc1cc(C)cc2c1cnn2-c1cccc(C(=O)NC(CO)C(N)=O)c1)C(F)(F)F. As a reaction SMILES: [F:1][c:2]1[cH:3][cH:4][c:5]([O:45][CH3:46])[c:6]([C:8]([CH2:9][C:10]([CH2:11][NH:12][c:13]2[c:14]3[cH:15][n:16][n:17](-[c:23]4[cH:24][c:25]([C:29](=[O:30])[NH:31][CH:32]([CH2:33][OH:34])[C:35](=[O:36])[OH:37])[cH:26][cH:27][cH:28]4)[c:18]3[cH:19][c:20]([CH3:22])[cH:21]2)([C:38]([F:39])([F:40])[F:41])[OH:42])([CH3:43])[CH3:44])[cH:7]1.[NH3:47]>>[F:1][c:2]1[cH:3][cH:4][c:5]([O:45][CH3:46])[c:6]([C:8]([CH2:9][C:10]([CH2:11][NH:12][c:13]2[c:14]3[cH:15][n:16][n:17](-[c:23]4[cH:24][c:25]([C:29](=[O:30])[NH:31][CH:32]([CH2:33][OH:34])[C:35](=[O:37])[NH2:47])[cH:26][cH:27][cH:28]4)[c:18]3[cH:19][c:20]([CH3:22])[cH:21]2)([C:38]([F:39])([F:40])[F:41])[OH:42])([CH3:43])[CH3:44])[cH:7]1. The reactants are O1C(OCC1)C=1SC(=CN1)C(CO)O (1-[2-(1,3-dioxolan-2-yl)-1,3-thiazol-5-yl]ethane-1,2-diol), O (water), C1(=CC=C(C=C1)S(=O)(=O)[O-])C.[NH+]1=CC=CC=C1 (pyridinium p-toluenesulfonate), C1(=CC=C(C=C1)S(=O)(=O)[O-])C.[NH+]1=CC=CC=C1 (pyridinium p-toluenesulfonate). The solvent is CC(=O)C (acetone), CC(=O)C (acetone). Product: CC1(OCC(O1)C1=CN=C(S1)C=O)C (5-(2,2-dimethyl-1,3-dioxolan-4-yl)-1,3-thiazole-2-carbaldehyde). Yield: 113.3%. As a reaction SMILES: O1CC[O:3][CH:2]1[C:6]1[S:7][C:8]([CH:11]([OH:14])[CH2:12][OH:13])=[CH:9][N:10]=1.O.[C:16]1(C)[CH:21]=CC(S([O-])(=O)=O)=C[CH:17]=1.[NH+]1C=CC=CC=1>CC(C)=O>[CH3:17][C:16]1([CH3:21])[O:14][CH:11]([C:8]2[S:7][C:6]([CH:2]=[O:3])=[N:10][CH:9]=2)[CH2:12][O:13]1 |f:2.3|. Reported procedure: To a solution of 1-[2-(1,3-dioxolan-2-yl)-1,3-thiazol-5-yl]ethane-1,2-diol (1.50 g) in acetone (10 mL) were added water (1 mL) and pyridinium p-toluenesulfonate (0.52 g) and the mixture was stirred with heating under reflux overnight. The reaction mixture was extracted with ethyl acetate, and the ethyl acetate layer was washed with saturated brine, dried (MgSO4) and concentrated to give a crude product (1.20 g). To a solution of the obtained crude product (1.20 g) in acetone (80 mL) was added py...